From a dataset of the Open Reaction Database (ORD), a public repository of structured organic reaction records. describe an organic reaction: reactants, conditions, products, and yield Reactants: NC1=NC(=C(C(=N1)C=1OC=CC1)C#N)S(=O)C (2-amino-4-furan-2-yl-6-methanesulfinyl-pyrimidine-5-carbonitrile), Cl.C1(=CC=CC=C1)NCC(C)N (1-phenylamino-2-amino-propane hydrochloride), C1CCC2=NCCCN2CC1 (DBU). Run in COCCOC (DME). Yields the product NC1=NC(=C(C(=N1)C=1OC=CC1)C#N)NC(CNC1=CC=CC=C1)C ((RS)-2-Amino-4-furan-2-yl-6-(1-methyl-2-phenylamino-ethylamino)-pyrimidine-5-carbonitrile). As a reaction SMILES: [NH2:1][C:2]1[N:7]=[C:6]([C:8]2[O:9][CH:10]=[CH:11][CH:12]=2)[C:5]([C:13]#[N:14])=[C:4](S(C)=O)[N:3]=1.Cl.[C:19]1([NH:25][CH2:26][CH:27]([NH2:29])[CH3:28])[CH:24]=[CH:23][CH:22]=[CH:21][CH:20]=1.C1CCN2C(=NCCC2)CC1>COCCOC>[NH2:1][C:2]1[N:7]=[C:6]([C:8]2[O:9][CH:10]=[CH:11][CH:12]=2)[C:5]([C:13]#[N:14])=[C:4]([NH:29][CH:27]([CH3:28])[CH2:26][NH:25][C:19]2[CH:24]=[CH:23][CH:22]=[CH:21][CH:20]=2)[N:3]=1 |f:1.2|. Procedure: From 2-amino-4-furan-2-yl-6-methanesulfinyl-pyrimidine-5-carbonitrile, 1-phenylamino-2-amino-propane hydrochloride and DBU in DME. ES-MS m/e (%): 335 (M+H+, 100). Starting materials: C(=O)(O)[O-].[Na+] (NaHCO3), solution, [F-].C(CCC)[N+](CCCC)(CCCC)CCCC (tetrabutylammonium fluoride), CN(C)CCN1C(SC(C1=O)CCCO[Si](C)(C)C(C)(C)C)C=1C=NC=CC1 (3-dimethylaminoethyl-5-(3-t-butyldimethylsilyloxypropyl)-2-(3-pyridyl)thiazolidin-4-one). Run in O1CCCC1 (tetrahydrofuran), O1CCCC1 (tetrahydrofuran). Reaction conditions: time 2 hour. The product is CN(C)CCN1C(SC(C1=O)CCCO)C=1C=NC=CC1 (3-dimethylaminoethyl-5-(3-hydroxypropyl)-2-(3-pyridyl)thiazolidin-4-one). Yield: 91.3%. As a reaction SMILES: [F-].C([N+](CCCC)(CCCC)CCCC)CCC.[CH3:19][N:20]([CH2:22][CH2:23][N:24]1[C:28](=[O:29])[CH:27]([CH2:30][CH2:31][CH2:32][O:33][Si](C(C)(C)C)(C)C)[S:26][CH:25]1[C:41]1[CH:42]=[N:43][CH:44]=[CH:45][CH:46]=1)[CH3:21].C([O-])(O)=O.[Na+]>O1CCCC1>[CH3:19][N:20]([CH2:22][CH2:23][N:24]1[C:28](=[O:29])[CH:27]([CH2:30][CH2:31][CH2:32][OH:33])[S:26][CH:25]1[C:41]1[CH:42]=[N:43][CH:44]=[CH:45][CH:46]=1)[CH3:21] |f:0.1,3.4|. Procedure: A 1M solution (15 ml) of tetrabutylammonium fluoride in tetrahydrofuran was added dropwise to a solution of 3-dimethylaminoethyl-5-(3-t-butyldimethylsilyloxypropyl)-2-(3-pyridyl)thiazolidin-4-one (2.6 g, 6.02 mmol) of dry tetrahydrofuran (12 ml) under cooling with ice. Then the mixture was stirred at room temperature for 2 hours to complete the reaction. Saturated aqueous NaHCO3 (10 ml) was added dropwise to the product mixture, and the resulting aqueous layer was extracted 6 times with ethyl ac... Starting materials: CS(C)=O, Nc1c(F)c(F)c(F)c2c1c(=O)c(C(=O)O)cn2C1CC1, NCCNc1ccccn1. Reaction SMILES: [CH3:32][S:33]([CH3:34])=[O:35].[NH2:1][c:2]1[c:3]2[c:4](=[O:21])[c:5]([C:18](=[O:19])[OH:20])[cH:6][n:7]([CH:15]3[CH2:16][CH2:17]3)[c:8]2[c:9]([F:14])[c:10]([F:13])[c:11]1[F:12].[n:22]1[c:23]([NH:28][CH2:29][CH2:30][NH2:31])[cH:24][cH:25][cH:26][cH:27]1>>[NH2:1][c:2]1[c:3]2[c:4](=[O:21])[c:5]([C:18](=[O:19])[OH:20])[cH:6][n:7]([CH:15]3[CH2:16][CH2:17]3)[c:8]2[c:9]([F:14])[c:10]([NH:31][CH2:30][CH2:29][NH:28][c:23]2[n:22][cH:27][cH:26][cH:25][cH:24]2)[c:11]1[F:12]. Product: Nc1c(F)c(NCCNc2ccccn2)c(F)c2c1c(=O)c(C(=O)O)cn2C1CC1.